Dataset: the Open Reaction Database (ORD), a public repository of structured organic reaction records. Task: describe an organic reaction: reactants, conditions, products, and yield As a reaction SMILES: [Li]CCCC.[CH2:6]([O:12][C:13]1[CH:18]=[C:17]([Br:19])[C:16]([O:20][CH2:21][CH2:22][CH2:23][CH2:24][CH2:25][CH3:26])=[CH:15][C:14]=1Br)[CH2:7][CH2:8][CH2:9][CH2:10][CH3:11]>C1COCC1>[CH2:21]([O:20][C:16]1[CH:15]=[CH:14][C:13]([O:12][CH2:6][CH2:7][CH2:8][CH2:9][CH2:10][CH3:11])=[CH:18][C:17]=1[Br:19])[CH2:22][CH2:23][CH2:24][CH2:25][CH3:26]. Yield: 97.0%. Yields the product C(CCCCC)OC1=C(C=C(C=C1)OCCCCCC)Br (1,4-dihexyloxy-2-bromobenzene), liquid. Reaction conditions: temperature -78 celsius, time 1 hour. Procedure details: Under N2 and at -78° C., n-BuLi (23.8 mL, 2.5M in hexanes) was added, over 30 min, to a solution of 1,4-dihexyloxy-2,5-dibromobenzene (25.92 g., 59.45 mmol) in THF (150 mL). After the addition, the reaction mixture was stirred at -78° C. for 1 h and was then quenched with aq. NH4Cl at -78° C. After the usual workup, 1,4-dihexyloxy-2-bromobenzene was obtained as a pale yellow liquid (97% yield). Solvent: C1CCOC1 (THF). Starting materials: [Li]CCCC (n-BuLi), C(CCCCC)OC1=C(C=C(C(=C1)Br)OCCCCCC)Br (1,4-dihexyloxy-2,5-dibromobenzene).